From a dataset of the Open Reaction Database (ORD), a public repository of structured organic reaction records. describe an organic reaction: reactants, conditions, products, and yield Starting materials: ClC1=C(C=C(C=C1Cl)Cl)B(O)O ((2,3,5-trichlorophenyl)boronic acid), C([O-])([O-])=O.[Na+].[Na+] (sodium carbonate), O1CCOCC1 (dioxane), ClC1=CC2=C(NC(=N2)C(F)(F)F)C=C1I (5-chloro-6-iodo-2-(trifluoromethyl)-1H-1,3-benzodiazole). Reagents/catalysts: C=1C=CC(=CC1)[P](C=2C=CC=CC2)(C=3C=CC=CC3)[Pd]([P](C=4C=CC=CC4)(C=5C=CC=CC5)C=6C=CC=CC6)([P](C=7C=CC=CC7)(C=8C=CC=CC8)C=9C=CC=CC9)[P](C=1C=CC=CC1)(C=1C=CC=CC1)C=1C=CC=CC1 (Pd(PPh3)4). Run in O (water). Run at temperature 100 celsius, time 8 hour. Product: ClC=1C(=CC2=C(N=C(N2)C(F)(F)F)C1)C1=C(C(=CC(=C1)Cl)Cl)Cl (6-chloro-5-(2,3,5-trichlorophenyl)-2-trifluoromethylbenzimidazole). As a reaction SMILES: [Cl:1][C:2]1[C:7]([Cl:8])=[CH:6][C:5]([Cl:9])=[CH:4][C:3]=1B(O)O.O1CCOCC1.[Cl:19][C:20]1[C:32](I)=[CH:31][C:23]2[NH:24][C:25]([C:27]([F:30])([F:29])[F:28])=[N:26][C:22]=2[CH:21]=1.C(=O)([O-])[O-].[Na+].[Na+]>C1C=CC([P]([Pd]([P](C2C=CC=CC=2)(C2C=CC=CC=2)C2C=CC=CC=2)([P](C2C=CC=CC=2)(C2C=CC=CC=2)C2C=CC=CC=2)[P](C2C=CC=CC=2)(C2C=CC=CC=2)C2C=CC=CC=2)(C2C=CC=CC=2)C2C=CC=CC=2)=CC=1.O>[Cl:19][C:20]1[C:32]([C:3]2[CH:4]=[C:5]([Cl:9])[CH:6]=[C:7]([Cl:8])[C:2]=2[Cl:1])=[CH:31][C:23]2[NH:24][C:25]([C:27]([F:29])([F:30])[F:28])=[N:26][C:22]=2[CH:21]=1 |f:3.4.5,^1:43,45,64,83|. Reported procedure: Compound number 261 (i.e., 6-chloro-5-(2,3,5-trichlorophenyl)-2-trifluoromethylbenzimidazole) was prepared as follows. A 100-mL round-bottom flask purged and maintained with an inert atmosphere of nitrogen. (2,3,5-trichlorophenyl)boronic acid (284 mg, 1.26 mmol, 2.00 equiv), dioxane (30 mL), 5-chloro-6-iodo-2-(trifluoromethyl)-1H-1,3-benzodiazole (200 mg, 0.58 mmol, 1.00 equiv), sodium carbonate (191 mg), water (8 mL) and Pd(PPh3)4 (34.7 mg) was placed in the flask. The resulting solution was st... Starting materials: C1COCCO1, COC(=O)CC(COC(C)=O)c1ccccc1, O=S(=O)(O)O. The product is O=C1CC(c2ccccc2)CO1. RXN SMILES: [CH2:18]1[O:19][CH2:20][CH2:21][O:22][CH2:23]1.[CH3:1][O:2][C:3](=[O:4])[CH2:17][CH:5]([CH2:6][O:7][C:8]([CH3:9])=[O:10])[c:11]1[cH:12][cH:13][cH:14][cH:15][cH:16]1.[S:24](=[O:25])(=[O:26])([OH:27])[OH:28]>>[CH:5]1([c:11]2[cH:12][cH:13][cH:14][cH:15][cH:16]2)[CH2:6][O:7][C:8](=[O:10])[CH2:9]1. The reactants are ligand 11, O.O.O.O.C(C)(=O)[O-].[Gd+3].C(C)(=O)[O-].C(C)(=O)[O-] (gadolinium acetate tetrahydrate), CN(C)C1=CC=CC2=C1C(=CC=C2)N(C)C (proton sponge). Run in C(Cl)(Cl)Cl.CO (chloroform methanol). Yields the product CO.C(C(=O)O)(=O)O.OCC(O)CO (methanol oxalic acid glycerol). As a reaction SMILES: [OH2:1].[OH2:2].O.O.[C:5]([O-:8])(=[O:7])[CH3:6].[Gd+3].[C:10]([O-:13])(=[O:12])[CH3:11].[C:14]([O-])(=[O:16])C.CN(C1C2C(N(C)C)=CC=CC=2C=CC=1)C>C(Cl)(Cl)Cl.CO>[CH3:5][OH:7].[C:11]([OH:2])(=[O:1])[C:10]([OH:13])=[O:12].[OH:16][CH2:14][CH:6]([CH2:5][OH:8])[OH:12] |f:0.1.2.3.4.5.6.7,9.10,11.12.13|. Procedure: The sp3 form of ligand 11 (42 mg, 0.08 mmol) was stirred with gadolinium acetate tetrahydrate (122 mg, 0.3 mmol) and proton sponge (54 mg, 0.25 mmol) in chloroform/methanol (150 ml, v/v 1/2) for one day. The dark green reaction mixture was concentrated under reduced pressure and chromatographed through silica gel (25 cm.×1.5 cm.) which was pretreated with chloroform/triethylamine (50 ml, v/v 25/1). Chloroform/triethylamine (25/1) and chloroform/methanol/triethylamine 25/2.5/1 v/v) was used as el... Reactants: COCCBr, O=[N+]([O-])c1ncc(Cl)cc1O, [H-], [Na+], CN(C)C=O, O. Yields the product COCCOc1cc(Cl)cnc1[N+](=O)[O-]. RXN SMILES: [Br:14][CH2:15][CH2:16][O:17][CH3:18].[Cl:1][c:2]1[cH:3][c:4]([OH:11])[c:5]([N+:8](=[O:9])[O-:10])[n:6][cH:7]1.[H-:13].[Na+:12].[O:20]=[CH:21][N:22]([CH3:23])[CH3:24].[OH2:19]>>[Cl:1][c:2]1[cH:3][c:4]([O:11][CH2:15][CH2:16][O:17][CH3:18])[c:5]([N+:8](=[O:9])[O-:10])[n:6][cH:7]1. The reactants are B1(OCCCO1)C2=CC=CC=C2C#N (2-cyanophenylboronic acid propanediol ester), BrC1=C(N)C=CC(=C1)C(C)C (2-bromo-4-isopropylaniline), 2.27, C([O-])([O-])=O.[K+].[K+] (potassium carbonate), C1(=CC=CC=C1)C (toluene). Reagents/catalysts: C=1C=CC(=CC1)[P](C=2C=CC=CC2)(C=3C=CC=CC3)[Pd]([P](C=4C=CC=CC4)(C=5C=CC=CC5)C=6C=CC=CC6)([P](C=7C=CC=CC7)(C=8C=CC=CC8)C=9C=CC=CC9)[P](C=1C=CC=CC1)(C=1C=CC=CC1)C=1C=CC=CC1 (tetrakis(triphenylphosphine)palladium). Solvent: C(C)O (ethanol). Product: C(C)(C)C1=CC2=C3C=CC=CC3=C(N=C2C=C1)N (2-isopropyl-phenanthridin-6-ylamine). RXN SMILES: B1([C:7]2[C:12]([C:13]#[N:14])=[CH:11][CH:10]=[CH:9][CH:8]=2)OCCCO1.Br[C:16]1[CH:22]=[C:21]([CH:23]([CH3:25])[CH3:24])[CH:20]=[CH:19][C:17]=1[NH2:18].C(=O)([O-])[O-].[K+].[K+].C1(C)C=CC=CC=1>C1C=CC([P]([Pd]([P](C2C=CC=CC=2)(C2C=CC=CC=2)C2C=CC=CC=2)([P](C2C=CC=CC=2)(C2C=CC=CC=2)C2C=CC=CC=2)[P](C2C=CC=CC=2)(C2C=CC=CC=2)C2C=CC=CC=2)(C2C=CC=CC=2)C2C=CC=CC=2)=CC=1.C(O)C>[CH:23]([C:21]1[CH:20]=[CH:19][C:17]2[C:16](=[C:7]3[C:12](=[C:13]([NH2:14])[N:18]=2)[CH:11]=[CH:10][CH:9]=[CH:8]3)[CH:22]=1)([CH3:25])[CH3:24] |f:2.3.4,^1:42,44,63,82|. Procedure details: A 500 ml round bottom flask was charged with 12.2 grams (65.4 mmol) of 2-cyanophenylboronic acid propanediol ester, 14.0 g (65.4 mmol) of 2-bromo-4-isopropylaniline, 2.27 (2 mmol) tetrakis(triphenylphosphine)palladium, 18.0 g (131 mmol) of potassium carbonate, 150 ml toluene, and 50 ml ethanol. The reaction was heated to reflux under N2 for 18 hours. After cooling to room temperature the reaction was extracted with ethyl acetate and water. The organic was washed with brine and then dried with ma... Starting materials: CS(=O)(=O)N1CCc2c(c(-c3ccc(C(F)(F)F)cc3)nn2CC2CO2)C1, Cn1c(=O)n(C2CCNCC2)c2ccccc21, CCO, CC(Cl)Cl. The product is Cn1c(=O)n(C2CCN(CC(O)Cn3nc(-c4ccc(C(F)(F)F)cc4)c4c3CCN(S(C)(=O)=O)C4)CC2)c2ccccc21. As a reaction SMILES: [CH3:1][S:2](=[O:3])(=[O:4])[N:5]1[CH2:6][c:7]2[c:8]([n:11]([CH2:24][CH:25]3[O:26][CH2:27]3)[n:12][c:13]2-[c:14]2[cH:15][cH:16][c:17]([C:20]([F:21])([F:22])[F:23])[cH:18][cH:19]2)[CH2:9][CH2:10]1.[CH3:28][n:29]1[c:30](=[O:44])[n:31]([CH:38]2[CH2:39][CH2:40][NH:41][CH2:42][CH2:43]2)[c:32]2[c:33]1[cH:34][cH:35][cH:36][cH:37]2.[CH3:45][CH2:46][OH:47].[Cl:48][CH:49]([Cl:50])[CH3:51]>>[CH3:1][S:2](=[O:3])(=[O:4])[N:5]1[CH2:6][c:7]2[c:8]([n:11]([CH2:24][CH:25]([OH:26])[CH2:27][N:41]3[CH2:40][CH2:39][CH:38]([n:31]4[c:30](=[O:44])[n:29]([CH3:28])[c:33]5[c:32]4[cH:37][cH:36][cH:35][cH:34]5)[CH2:43][CH2:42]3)[n:12][c:13]2-[c:14]2[cH:15][cH:16][c:17]([C:20]([F:21])([F:22])[F:23])[cH:18][cH:19]2)[CH2:9][CH2:10]1. Reactants: O (water), S(=O)(=O)(C)OCCC=1OC=CC1C(=O)OC (methyl 2-(2-mesyloxyethyl)furan-3-carboxylate), C(C1=CC=CC=C1)N (benzylamine), C(C)(C)N(C(C)C)CC (N,N-diisopropylethylamine). Solvent: C(C)#N (acetonitrile). Product: C(C1=CC=CC=C1)N1C(C2=C(CC1)OC=C2)=O (5-benzyl-6,7-dihydro-5H-furo[3,2-c]pyridin-4-one). RXN SMILES: S(O[CH2:6][CH2:7][C:8]1[O:9][CH:10]=[CH:11][C:12]=1[C:13]([O:15]C)=O)(C)(=O)=O.[CH2:17]([NH2:24])[C:18]1[CH:23]=[CH:22][CH:21]=[CH:20][CH:19]=1.C(N(CC)C(C)C)(C)C.O>C(#N)C>[CH2:17]([N:24]1[CH2:6][CH2:7][C:8]2[O:9][CH:10]=[CH:11][C:12]=2[C:13]1=[O:15])[C:18]1[CH:23]=[CH:22][CH:21]=[CH:20][CH:19]=1. Procedure: A solution of the above crude methyl 2-(2-mesyloxyethyl)furan-3-carboxylate, 0.65 g (6.1 mmol) of benzylamine and 2.33 ml (13.4 mmol) of N,N-diisopropylethylamine in 50 ml of acetonitrile was refluxed for 1 week. The reaction mixture was poured into water and extracted with ethyl acetate 3 times. The combined organic layer was dried over anhydrous magnesium sulfate; the solvent was distilled off under reduced pressure. The resulting residue was purified by silica gel column chromatography (hexan... Reactants: Cc1nc2ccc(C(=O)O)cc2n1Cc1ccc(Cl)cc1Cl, ClCCl, CN(C)C=O, O=C(Cl)C(=O)Cl, N. Product: Cc1nc2ccc(C(N)=O)cc2n1Cc1ccc(Cl)cc1Cl. As a reaction SMILES: [C:7](=[O:8])([OH:9])[c:10]1[cH:11][cH:12][c:13]2[c:14]([n:15]([CH2:19][c:20]3[c:21]([Cl:27])[cH:22][c:23]([Cl:26])[cH:24][cH:25]3)[c:16]([CH3:18])[n:17]2)[cH:28]1.[CH2:35]([Cl:36])[Cl:37].[CH3:29][N:30]([CH3:31])[CH:32]=[O:33].[Cl:1][C:2]([C:3]([Cl:4])=[O:5])=[O:6].[NH3:34]>>[C:7](=[O:8])([c:10]1[cH:11][cH:12][c:13]2[c:14]([n:15]([CH2:19][c:20]3[c:21]([Cl:27])[cH:22][c:23]([Cl:26])[cH:24][cH:25]3)[c:16]([CH3:18])[n:17]2)[cH:28]1)[NH2:30].